This data is from the Open Reaction Database (ORD), a public repository of structured organic reaction records. The task is: describe an organic reaction: reactants, conditions, products, and yield Reactants: BrCC1=NOC(=C1)C (3-(bromomethyl)-5-methyl-1,2-oxazole), C(=O)([O-])[O-].[Cs+].[Cs+] (Cs2CO3), ClC1=C(CN2C(N(S(C3=C2C=CC=C3)(=O)=O)CC3=NC=CC=C3)=O)C(=CC=C1)F (4-(2-Chloro-6-fluorobenzyl)-2-(pyridin-2-ylmethyl)-2H-1,2,4-benzothiadiazin-3(4H)-one 1,1-dioxide). Product: ClC1=C(CN2C(N(S(C3=C2C=CC=C3)(=O)=O)CC3=NOC(=C3)C)=O)C(=CC=C1)F (4-(2-Chloro-6-fluorobenzyl)-2-[(5-methyl-1,2-oxazol-3-yl)methyl]-2H-1,2,4-benzothiadiazin-3(4H)-one 1,1-dioxide). RXN SMILES: Br[CH2:2][C:3]1[CH:7]=[C:6]([CH3:8])[O:5][N:4]=1.C([O-])([O-])=O.[Cs+].[Cs+].[Cl:15][C:16]1[CH:42]=[CH:41][CH:40]=[C:39]([F:43])[C:17]=1[CH2:18][N:19]1[C:24]2[CH:25]=[CH:26][CH:27]=[CH:28][C:23]=2[S:22](=[O:30])(=[O:29])[N:21](CC2C=CC=CN=2)[C:20]1=[O:38]>>[Cl:15][C:16]1[CH:42]=[CH:41][CH:40]=[C:39]([F:43])[C:17]=1[CH2:18][N:19]1[C:24]2[CH:25]=[CH:26][CH:27]=[CH:28][C:23]=2[S:22](=[O:30])(=[O:29])[N:21]([CH2:2][C:3]2[CH:7]=[C:6]([CH3:8])[O:5][N:4]=2)[C:20]1=[O:38] |f:1.2.3|. Procedure: The title compound (0.16 g, 0.37 mmol) was prepared from (IntE1) (0.3 g, 0.88 mmol), 3-(bromomethyl)-5-methyl-1,2-oxazole (0.11 g, 0.63 mmol) and Cs2CO3 (0.86 g, 2.64 mmol) using the methods of (128).